From a dataset of the Open Reaction Database (ORD), a public repository of structured organic reaction records. describe an organic reaction: reactants, conditions, products, and yield Reactants: [H-].[Na+] (sodium hydride), C(C)(=O)O (acetic acid), ClC1=C(C=C2CC(C(C2=C1Cl)=O)(CCC)CC=C(C)Cl)C(C(=O)OCC)C(=O)OCC (Diethyl 2-[6,7-dichloro-2-(3-chloro-2-butenyl)-2,3-dihydro-1-oxo-2-propyl-1H-inden-5-yl]malonate), ice water, BrCC(=O)OC (Methyl bromoacetate). The solvent is CN(C=O)C (dimethylformamide), C1(=CC=CC=C1)C (toluene). Yields the product COC(=O)CC(C(=O)OCC)(C(=O)OCC)C=1C=C2CC(C(C2=C(C1Cl)Cl)=O)(CCC)CC=C(C)Cl (Diethyl methoxycarbonylmethyl[6,7-dichloro-2-(3-chloro-2-butenyl)-2,3-dihydro-1-oxo-2-propyl-1H-inden-5-yl)malonate). Yield: 89.0%. Reaction SMILES: [Cl:1][C:2]1[C:10]([Cl:11])=[C:9]2[C:5]([CH2:6][C:7]([CH2:16][CH:17]=[C:18]([Cl:20])[CH3:19])([CH2:13][CH2:14][CH3:15])[C:8]2=[O:12])=[CH:4][C:3]=1[CH:21]([C:27]([O:29][CH2:30][CH3:31])=[O:28])[C:22]([O:24][CH2:25][CH3:26])=[O:23].[H-].[Na+].Br[CH2:35][C:36]([O:38][CH3:39])=[O:37].C(O)(=O)C>C1(C)C=CC=CC=1.CN(C)C=O>[CH3:39][O:38][C:36]([CH2:35][C:21]([C:3]1[CH:4]=[C:5]2[C:9](=[C:10]([Cl:11])[C:2]=1[Cl:1])[C:8](=[O:12])[C:7]([CH2:16][CH:17]=[C:18]([Cl:20])[CH3:19])([CH2:13][CH2:14][CH3:15])[CH2:6]2)([C:27]([O:29][CH2:30][CH3:31])=[O:28])[C:22]([O:24][CH2:25][CH3:26])=[O:23])=[O:37] |f:1.2|. Procedure details: Diethyl 2-[6,7-dichloro-2-(3-chloro-2-butenyl)-2,3-dihydro-1-oxo-2-propyl-1H-inden-5-yl]malonate (10.7 g, 0.0218 mole) dissolved in toluene (45 ml) was added dropwise with stirring under N2 at 25° C. to a suspension of 56% sodium hydride/mineral (1.22 g, 0.0284 mole) in dimethylformamide (45 ml). Methyl bromoacetate (4.34 g, 0.0284 mole) was added in one portion 40 minutes after the previous addition and the mixture was heated at 65° for 41/2 hours. The mixture was then cooled, and after acetic ...